From a dataset of the Open Reaction Database (ORD), a public repository of structured organic reaction records. describe an organic reaction: reactants, conditions, products, and yield Reactants: O=C1NC2=CC=CC(=C2C1=CC=1NC=CC1)C=1C=C(C=CC1)NC(=O)C1=CC=C(C=C1)OC(OC)=O (carbonic acid methyl ester 4-[3-[2-oxo-3-[(1H-pyrrol-2-yl)methylene]-2,3-dihydro-1H-indol-4-yl]-phenylcarbamoyl]-phenyl ester), O (water), [OH-].[K+] (potassium hydroxide). Run in O1CCOCC1 (1,4-dioxane). Conditions: temperature 90 celsius. Product: O=C\1NC2=CC=CC(=C2/C1=C/C=1NC=CC1)C=1C=C(C=CC1)NC(C1=CC=C(C=C1)O)=O ((Z)-N-[3-[2,3-Dihydro-2-oxo-3-[(1H-pyrrol-2-yl)methylene]-1H-indol-4-yl]-phenyl]-4-hydroxybenzamide). RXN SMILES: [O:1]=[C:2]1[C:10](=[CH:11][C:12]2[NH:13][CH:14]=[CH:15][CH:16]=2)[C:9]2[C:4](=[CH:5][CH:6]=[CH:7][C:8]=2[C:17]2[CH:18]=[C:19]([NH:23][C:24]([C:26]3[CH:31]=[CH:30][C:29]([O:32]C(=O)OC)=[CH:28][CH:27]=3)=[O:25])[CH:20]=[CH:21][CH:22]=2)[NH:3]1.O.[OH-].[K+]>O1CCOCC1>[O:1]=[C:2]1[NH:3][C:4]2[C:9](/[C:10]/1=[CH:11]/[C:12]1[NH:13][CH:14]=[CH:15][CH:16]=1)=[C:8]([C:17]1[CH:18]=[C:19]([NH:23][C:24](=[O:25])[C:26]3[CH:27]=[CH:28][C:29]([OH:32])=[CH:30][CH:31]=3)[CH:20]=[CH:21][CH:22]=1)[CH:7]=[CH:6][CH:5]=2 |f:2.3|. Procedure details: A solution of the crude carbonic acid methyl ester 4-[3-[2-oxo-3-[(1H-pyrrol-2-yl)methylene]-2,3-dihydro-1H-indol-4-yl]-phenylcarbamoyl]-phenyl ester (90 mg, 0.194 mmol) in 2 mL of 1,4-dioxane (Aldrich) was treated with 1.5 mL of distilled water and then powdered potassium hydroxide (25 mg, 0.445 mmol) . The reaction mixture was heated at 90° C. for 1 h. The reaction mixture was then allowed to cool to room temperature and directly purified by flash chromatography (Merck Silica gel 60, 230-400 m...